From a dataset of the Open Reaction Database (ORD), a public repository of structured organic reaction records. describe an organic reaction: reactants, conditions, products, and yield The reactants are [N-]=[N+]=[N-].[Na+] (sodium azide), BrC=1C=CC(=NC1)N (5-bromopyridin-2-amine), C(C)(=O)O (acetic acid), C(C)OC(OCC)OCC ((diethoxymethoxy) ethane). Solvent: O (water). Conditions: temperature 80 celsius. Yields the product BrC=1C=CC(=NC1)N1N=NN=C1 (5-Bromo-2-(1H-tetrazol-1-yl)pyridine). RXN SMILES: [Br:1][C:2]1[CH:3]=[CH:4][C:5]([NH2:8])=[N:6][CH:7]=1.C(O)(=O)C.[CH2:13](OC(OCC)OCC)C.[N-:23]=[N+:24]=[N-:25].[Na+]>O>[Br:1][C:2]1[CH:3]=[CH:4][C:5]([N:8]2[CH:13]=[N:25][N:24]=[N:23]2)=[N:6][CH:7]=1 |f:3.4|. Procedure: To a mixture of 5-bromopyridin-2-amine (5.0 g, 28.9 mmol) in acetic acid (40 ml, 699 mmol) was added (diethoxymethoxy) ethane (7.70 ml, 46.2 mmol), followed by sodium azide (2.82 g, 43.3 mmol). The mixture was heated at 80° C. for 1 hour. The reaction mixture was cooled to room temperature and diluted with water. The resulting precipitate was collected and dried under high vacuum to provide the title compound. The reactants are CCO, [K+], [OH-], CC(C(Cl)c1ccccc1)C(F)(F)F. Yields the product CC(=Cc1ccccc1)C(F)(F)F. Reaction SMILES: [CH3:17][CH2:18][OH:19].[K+:16].[OH-:15].[c:1]1([CH:7]([CH:8]([CH3:9])[C:10]([F:11])([F:12])[F:13])[Cl:14])[cH:2][cH:3][cH:4][cH:5][cH:6]1>>[c:1]1([CH:7]=[C:8]([CH3:9])[C:10]([F:11])([F:12])[F:13])[cH:2][cH:3][cH:4][cH:5][cH:6]1.